Dataset: the Open Reaction Database (ORD), a public repository of structured organic reaction records. Task: describe an organic reaction: reactants, conditions, products, and yield The reactants are CCN=C=S, NCc1ccccc1, c1ccccc1. The product is CCNC(=S)NCc1ccccc1. RXN SMILES: [CH2:1]([CH3:2])[N:3]=[C:4]=[S:5].[NH2:6][CH2:7][c:8]1[cH:9][cH:10][cH:11][cH:12][cH:13]1.[cH:14]1[cH:15][cH:16][cH:17][cH:18][cH:19]1>>[CH2:1]([CH3:2])[NH:3][C:4](=[S:5])[NH:6][CH2:7][c:8]1[cH:9][cH:10][cH:11][cH:12][cH:13]1.